The task is: describe an organic reaction: reactants, conditions, products, and yield. This data is from the Open Reaction Database (ORD), a public repository of structured organic reaction records. Reactants: Clc1ccnc2ccccc12, [H-], [Na+], CN(C)C=O, O=c1ccc(-c2cccs2)cn1CCO. Product: O=c1ccc(-c2cccs2)cn1CCOc1ccnc2ccccc12. Reaction SMILES: [Cl:23][c:24]1[cH:25][cH:26][n:27][c:28]2[cH:29][cH:30][cH:31][cH:32][c:33]12.[H-:21].[Na+:22].[O:16]=[CH:17][N:18]([CH3:19])[CH3:20].[OH:1][CH2:2][CH2:3][n:4]1[c:5](=[O:15])[cH:6][cH:7][c:8](-[c:10]2[s:11][cH:12][cH:13][cH:14]2)[cH:9]1>>[O:1]([CH2:2][CH2:3][n:4]1[c:5](=[O:15])[cH:6][cH:7][c:8](-[c:10]2[s:11][cH:12][cH:13][cH:14]2)[cH:9]1)[c:24]1[cH:25][cH:26][n:27][c:28]2[cH:29][cH:30][cH:31][cH:32][c:33]12.